Task: describe an organic reaction: reactants, conditions, products, and yield. Dataset: the Open Reaction Database (ORD), a public repository of structured organic reaction records The reactants are BrC=1C=C2C(=C(C=NC2=CC1)C(=O)C1CC1)NC=1C=NC(=NC1)N1CC(CC1)NC(OC(C)(C)C)=O (tert-butyl 1-(5-(6-bromo-3-(cyclopropanecarbonyl)quinolin-4-ylamino)pyrimidin-2-yl)pyrrolidin-3-ylcarbamate), ClC1=C(C(=CC(=C1)B1OC(C(O1)(C)C)(C)C)OC)O (2-chloro-6-methoxy-4-(4,4,5,5-tetramethyl-1,3,2-dioxaborolan-2-yl)phenol). The product is NC1CN(CC1)C1=NC=C(C=N1)NC1=C(C=NC2=CC=C(C=C12)C1=CC(=C(C(=C1)OC)O)Cl)C(=O)C1CC1 ((4-(2-(3-aminopyrrolidin-1-yl)pyrimidin-5-ylamino)-6-(3-chloro-4-hydroxy-5-methoxyphenyl)quinolin-3-yl)(cyclopropyl)methanone). The yield is 20.9%. RXN SMILES: Br[C:2]1[CH:3]=[C:4]2[C:9](=[CH:10][CH:11]=1)[N:8]=[CH:7][C:6]([C:12]([CH:14]1[CH2:16][CH2:15]1)=[O:13])=[C:5]2[NH:17][C:18]1[CH:19]=[N:20][C:21]([N:24]2[CH2:28][CH2:27][CH:26]([NH:29]C(=O)OC(C)(C)C)[CH2:25]2)=[N:22][CH:23]=1.[Cl:37][C:38]1[CH:43]=[C:42](B2OC(C)(C)C(C)(C)O2)[CH:41]=[C:40]([O:53][CH3:54])[C:39]=1[OH:55]>>[NH2:29][CH:26]1[CH2:27][CH2:28][N:24]([C:21]2[N:22]=[CH:23][C:18]([NH:17][C:5]3[C:4]4[C:9](=[CH:10][CH:11]=[C:2]([C:42]5[CH:41]=[C:40]([O:53][CH3:54])[C:39]([OH:55])=[C:38]([Cl:37])[CH:43]=5)[CH:3]=4)[N:8]=[CH:7][C:6]=3[C:12]([CH:14]3[CH2:15][CH2:16]3)=[O:13])=[CH:19][N:20]=2)[CH2:25]1. Procedure details: Following general procedure D, tert-butyl 1-(5-(6-bromo-3-(cyclopropanecarbonyl)quinolin-4-ylamino)pyrimidin-2-yl)pyrrolidin-3-ylcarbamate (100 mg, 0.18 mmol) was reacted with 2-chloro-6-methoxy-4-(4,4,5,5-tetramethyl-1,3,2-dioxaborolan-2-yl)phenol (77 mg, 0.27 mmol) to obtain the protected intermediate which was subjected to general procedure A-2 to afford the desired product (20 mg, 21% over 2 steps) as a yellow solid: 1H NMR (500 MHz, CD3OD+TFA-d) δ 9.35 (s, 1H), 8.48 (s, 2H), 8.29 (dd, J=8.8...